describe an organic reaction: reactants, conditions, products, and yield From a dataset of the Open Reaction Database (ORD), a public repository of structured organic reaction records. Reactants: C(C1=CC=CC=C1)OC=1C=C(C=CC1)Br (3-benzyloxybromobenzene), O1CCC(CC1)=O (tetrahydropyran-4-one). Product: C(C1=CC=CC=C1)OC=1C=C(C=CC1)C1(CCOCC1)O (4-(3-benzyloxyphenyl)-4-hydroxytetrahydropyran). The yield is 77.0%. As a reaction SMILES: [CH2:1]([O:8][C:9]1[CH:10]=[C:11](Br)[CH:12]=[CH:13][CH:14]=1)[C:2]1[CH:7]=[CH:6][CH:5]=[CH:4][CH:3]=1.[O:16]1[CH2:21][CH2:20][C:19](=[O:22])[CH2:18][CH2:17]1>>[CH2:1]([O:8][C:9]1[CH:10]=[C:11]([C:19]2([OH:22])[CH2:20][CH2:21][O:16][CH2:17][CH2:18]2)[CH:12]=[CH:13][CH:14]=1)[C:2]1[CH:7]=[CH:6][CH:5]=[CH:4][CH:3]=1. Reported procedure: Using the Grignard reaction procedure described in the portion of Example 1 which is concerned with the preparation of starting materials, 3-benzyloxybromobenzene was reacted with tetrahydropyran-4-one to give 4-(3-benzyloxyphenyl)-4-hydroxytetrahydropyran in 77% yield, m.p. 84°-86° C. The reactants are CN, [Cl-], CC(Oc1ccc(Oc2ccc(Cl)cc2)cc1)C(=O)O, CC(Oc1ccc(Oc2ccc(Cl)cc2)cc1)C(=O)O, O=S(Cl)Cl, c1ccccc1. Product: CNC(=O)C(C)Oc1ccc(Oc2ccc(Cl)cc2)cc1. RXN SMILES: [CH3:46][NH2:47].[Cl-:1].[Cl:22][c:23]1[cH:24][cH:25][c:26]([O:27][c:28]2[cH:29][cH:30][c:31]([O:32][CH:33]([CH3:34])[C:35]([OH:36])=[O:37])[cH:38][cH:39]2)[cH:40][cH:41]1.[Cl:2][c:3]1[cH:4][cH:5][c:6]([O:7][c:8]2[cH:9][cH:10][c:11]([O:12][CH:13]([C:14](=[O:15])[OH:16])[CH3:17])[cH:18][cH:19]2)[cH:20][cH:21]1.[S:42]([Cl:43])([Cl:44])=[O:45].[cH:48]1[cH:49][cH:50][cH:51][cH:52][cH:53]1>>[Cl:2][c:3]1[cH:4][cH:5][c:6]([O:7][c:8]2[cH:9][cH:10][c:11]([O:12][CH:13]([C:14](=[O:15])[NH:47][CH3:46])[CH3:17])[cH:18][cH:19]2)[cH:20][cH:21]1. Reaction SMILES: Br[C:2]1[CH:7]=[C:6]([CH3:8])[C:5]([Br:9])=[CH:4][N:3]=1.[Li]CCCC.[C:15]([N:19]=[C:20]=[O:21])([CH3:18])([CH3:17])[CH3:16]>C1(C)C=CC=CC=1>[Br:9][C:5]1[C:6]([CH3:8])=[CH:7][C:2]([C:20]([NH:19][C:15]([CH3:18])([CH3:17])[CH3:16])=[O:21])=[N:3][CH:4]=1. Starting materials: [Li]CCCC (nBuLi), BrC1=NC=C(C(=C1)C)Br (2,5-Dibromo-4-methylpyridine), C(C)(C)(C)N=C=O (tBuNCO). The solvent is C1(=CC=CC=C1)C (toluene), C1(=CC=CC=C1)C (toluene). Product: BrC=1C(=CC(=NC1)C(=O)NC(C)(C)C)C ((5-Bromo-4-methylpyridin-2-yl)-N-t-butyl carboxylic amide). Reaction conditions: temperature -78 celsius, time 2 hour. Procedure: 2,5-Dibromo-4-methylpyridine (1.83 g, 7.29 mmol) was dissolved in toluene (100 mL), cooled to −78° C. and a solution of nBuLi (4.4 mL, 8.8 mmol, 2.0 M in pentane) was added dropwise and stirred at −78° C. for 2 h. A solution of tBuNCO (1.1 mL, 9.5 mmol) in toluene (3 mL) was added dropwise and stirred for 1 h at −78° C. then warmed to −10° C. and quenched by addition of NH4Cl (aq). After warming to r.t. the reaction was extracted with ether and the organics dried over Na2SO4 and concentrated. Th...